This data is from the Open Reaction Database (ORD), a public repository of structured organic reaction records. The task is: describe an organic reaction: reactants, conditions, products, and yield Reactants: O[Li].O (LiOH.H2O), methyl 4-[[4-(2,2,3,3,4,4,4-heptafluorobut-1-oxy)anilino]-1-piperidinyl]methyl, C(C1=CC=CC=C1)(=O)[O-] (benzoate), C1CCOC1 (THF). Run in O (water). Reaction conditions: time 10 hour. Yields the product C(C1=CC=CC=C1)(=O)O (benzoic acid). RXN SMILES: [C:1]([O-:9])(=[O:8])[C:2]1[CH:7]=[CH:6][CH:5]=[CH:4][CH:3]=1.C1COCC1.O[Li].O>O>[C:1]([OH:9])(=[O:8])[C:2]1[CH:7]=[CH:6][CH:5]=[CH:4][CH:3]=1 |f:2.3|. Procedure: A solution of the methyl 4-[[4-(2,2,3,3,4,4,4-heptafluorobut-1-oxy)anilino]-1-piperidinyl]methyl]benzoate (0.59 g, 1.13 mmol) in a 3 to 1 mixture of THF and water (40 mL) was added LiOH.H2O (8 eq, 385 mg). The reaction mixture was heated at reflux with stirring for 10 h. The reaction was allowed to cool, concentrated, diluted with water (3 mL), and acidified to a pH of 6 with an aqueous solution of 2N HCl. The solid was collected by filtration, dried, and recrystallized from water (5 mL) to give... Reactants: ClC=1C=CC(=C(C(=O)C2=C(C=CC=C2F)F)C1)N1C=NC=C1 (5-chloro-2',6'-difluoro-2-(imidazol-1-yl)benzophenone), C=O (formaldehyde). The product is ClC=1C=CC(=C(C(=O)C2=C(C=CC=C2F)F)C1)N1C(=NC=C1)CO (5-chloro-2',6'-difluoro-2-[2-(hydroxymethyl)imidazol-1-yl]benzophenone). Reaction SMILES: [Cl:1][C:2]1[CH:3]=[CH:4][C:5]([N:18]2[CH:22]=[CH:21][N:20]=[CH:19]2)=[C:6]([CH:17]=1)[C:7]([C:9]1[C:14]([F:15])=[CH:13][CH:12]=[CH:11][C:10]=1[F:16])=[O:8].[CH2:23]=[O:24]>>[Cl:1][C:2]1[CH:3]=[CH:4][C:5]([N:18]2[CH:22]=[CH:21][N:20]=[C:19]2[CH2:23][OH:24])=[C:6]([CH:17]=1)[C:7]([C:9]1[C:10]([F:16])=[CH:11][CH:12]=[CH:13][C:14]=1[F:15])=[O:8]. Procedure details: In the manner given in Example 1, 5-chloro-2',6'-difluoro-2-(imidazol-1-yl)benzophenone is heated in a bomb to 150° C. with 37% aqueous formaldehyde solution to give 5-chloro-2',6'-difluoro-2-[2-(hydroxymethyl)imidazol-1-yl]benzophenone. Reactants: BrC=1C=C2CCCN(C2=NC1C(OC)OC)C(=O)NC1=NC=C(C(=C1)NCCOC)C#N (6-bromo-N-(5-cyano-4-((2-methoxyethyl)amino)pyridin-2-yl)-7-(dimethoxymethyl)-3,4-dihydro-1,8-naphthyridine-1(2H)-carboxamide), BrC=1C=C2CCCN(C2=NC1C(OC)OC)C(=O)NC1=NC=C(C(=C1)NCCOC)C#N (6-bromo-N-(5-cyano-4-((2-methoxyethyl)amino)pyridin-2-yl)-7-(dimethoxymethyl)-3,4-dihydro-1,8-naphthyridine-1(2H)-carboxamide), CN1N=CC(=C1C)B(O)O (1,5-dimethyl-1H-pyrazole-4-boronic acid), C(=O)([O-])[O-].[Na+].[Na+] (Na2CO3), CN1N=CC(=C1C)B(O)O (1,5-dimethyl-1H-pyrazole-4-boronic acid). Reagents/catalysts: C1=CC=C(C=C1)P([C-]2C=CC=C2)C3=CC=CC=C3.C1=CC=C(C=C1)P([C-]2C=CC=C2)C3=CC=CC=C3.Cl[Pd]Cl.[Fe+2] (PdCl2(dppf)). The solvent is COCCOC (DME), C(Cl)Cl (DCM), O (water). Run at temperature 120 celsius, time 15 minute. Product: C(#N)C=1C(=CC(=NC1)NC(=O)N1CCCC2=CC(=C(N=C12)C(OC)OC)C=1C(=NN(C1)C)C)NCCOC (N-(5-cyano-4-((2-methoxyethyl)amino)pyridin-2-yl)-7-(dimethoxymethyl)-6-(1,3-dimethyl-1H-pyrazol-4-yl)-3,4-dihydro-1,8-naphthyridine-1(2H)-carboxamide). Reaction SMILES: Br[C:2]1[CH:3]=[C:4]2[C:9](=[N:10][C:11]=1[CH:12]([O:15][CH3:16])[O:13][CH3:14])[N:8]([C:17]([NH:19][C:20]1[CH:25]=[C:24]([NH:26][CH2:27][CH2:28][O:29][CH3:30])[C:23]([C:31]#[N:32])=[CH:22][N:21]=1)=[O:18])[CH2:7][CH2:6][CH2:5]2.C[N:34]1[C:38]([CH3:39])=[C:37](B(O)O)[CH:36]=[N:35]1.[C:43]([O-])([O-])=O.[Na+].[Na+]>COCCOC.C(Cl)Cl.O.C1C=CC(P(C2C=CC=CC=2)[C-]2C=CC=C2)=CC=1.C1C=CC(P(C2C=CC=CC=2)[C-]2C=CC=C2)=CC=1.Cl[Pd]Cl.[Fe+2]>[C:31]([C:23]1[C:24]([NH:26][CH2:27][CH2:28][O:29][CH3:30])=[CH:25][C:20]([NH:19][C:17]([N:8]2[C:9]3[C:4](=[CH:3][C:2]([C:37]4[C:38]([CH3:39])=[N:34][N:35]([CH3:43])[CH:36]=4)=[C:11]([CH:12]([O:15][CH3:16])[O:13][CH3:14])[N:10]=3)[CH2:5][CH2:6][CH2:7]2)=[O:18])=[N:21][CH:22]=1)#[N:32] |f:2.3.4,8.9.10.11|. Procedure: A suspension of 6-bromo-N-(5-cyano-4-((2-methoxyethyl)amino)pyridin-2-yl)-7-(dimethoxymethyl)-3,4-dihydro-1,8-naphthyridine-1(2H)-carboxamide (intermediate 315, 41 mg, 0.081 mmol), 1,5-dimethyl-1H-pyrazole-4-boronic acid pinacolester (19 mg, 0.083 mmol), PdCl2(dppf) (6 mg, 8.20 μmol) and saturated aqueous Na2CO3 (100 μl) in DME (300 μl) was sealed in a vial and purged with argon. Then reaction mixture was stirred at 120° C. for 15 min in a microwave. Additional 1,5-dimethyl-1H-pyrazole-4-boronic... Reactants: C(C)OC(=O)C=1C=C2CC(C(NC2=CC1)C1=CC(=CC(=C1)N1CCOCC1)OC)(C)C (3,3-dimethyl-2-(3-methoxy-5-morpholin-4-yl-phenyl)-1,2,3,4-tetrahydro-quinoline-6-carboxylic acid ethyl ester), O.[OH-].[Li+] (lithium hydroxide hydrate), O (water), Cl (hydrochloric acid). Solvent: CO (methanol), O1CCCC1 (tetrahydrofuran). Run at temperature 60 celsius, time 12 hour. The product is CC1(C(NC2=CC=C(C=C2C1)C(=O)O)C1=CC(=CC(=C1)N1CCOCC1)OC)C (3,3-dimethyl-2-(3-methoxy-5-morpholin-4-yl-phenyl)-1,2,3,4-tetrahydro-quinoline-6-carboxylic acid). Isolated yield 71.0%. As a reaction SMILES: C([O:3][C:4]([C:6]1[CH:7]=[C:8]2[C:13](=[CH:14][CH:15]=1)[NH:12][CH:11]([C:16]1[CH:21]=[C:20]([N:22]3[CH2:27][CH2:26][O:25][CH2:24][CH2:23]3)[CH:19]=[C:18]([O:28][CH3:29])[CH:17]=1)[C:10]([CH3:31])([CH3:30])[CH2:9]2)=[O:5])C.O.[OH-].[Li+].O.Cl>CO.O1CCCC1>[CH3:30][C:10]1([CH3:31])[CH2:9][C:8]2[C:13](=[CH:14][CH:15]=[C:6]([C:4]([OH:5])=[O:3])[CH:7]=2)[NH:12][CH:11]1[C:16]1[CH:21]=[C:20]([N:22]2[CH2:27][CH2:26][O:25][CH2:24][CH2:23]2)[CH:19]=[C:18]([O:28][CH3:29])[CH:17]=1 |f:1.2.3|. Reported procedure: A mixture of 3,3-dimethyl-2-(3-methoxy-5-morpholin-4-yl-phenyl)-1,2,3,4-tetrahydro-quinoline-6-carboxylic acid ethyl ester (0.30 g, 0.71 mmol), lithium hydroxide hydrate (0.30 g, 7.1 mmol), water (1 mL) in methanol (2 mL) and tetrahydrofuran (10 mL) was stirred at 60° C. for 12 h. The mixture was neutralized with a 3 N aqueous hydrochloric acid solution and extracted with ethyl acetate (2×50 mL), washed with water, dried over anhydrous sodium sulfate and then concentrated in vacuo to afford an o... The reactants are FC(C(=O)O)(F)F.C(C)OC1=CC(=C(OC2=C3C(=NC=N2)N(N=C3)C3CCNCC3)C=C1)F (4-(4-ethoxy-2-fluoro-phenoxy)-1-piperidin-4-yl-1H-pyrazolo[3,4-d]pyrimidine trifluoroacetate salt), ClC(=O)OC(C)C (Isopropyl chloroformate), FC(C(=O)O)(F)F.FC=1C(=C(C#N)C=CC1F)OC1=C2C(=NC=N1)N(N=C2)C2CCNCC2 (3,4-difluoro-2-(1-piperidin-4-yl-1H-pyrazolo[3,4-d]pyrimidine-4-yloxy)-benzonitrile trifluoroacetate salt), C(C)(C)N(CC)C(C)C (diisopropylethylamine), C(C)(C)(C)OC(=O)N1CCC(CC1)N1N=CC=2C1=NC=NC2OC2=C(C(=CC=C2C#N)F)F (4-[4-(6-cyano-2,3-difluoro-phenoxy)-pyrazolo[3,4-d]pyrimidin-1-yl]-piperidine-1-carboxylic acid tert-butyl ester). The solvent is O (Water), ClCCl (dichloromethane). Reaction conditions: time 8 hour. Product: C(C)(C)OC(=O)N1CCC(CC1)N1N=CC=2C1=NC=NC2OC2=C(C(=CC=C2C#N)F)F (4-[4-(6-cyano-2,3-difluoro-phenoxy)-pyrazolo-[3,4-d]pyrimidin-1-yl]-piperidine-1-carboxylic acid isopropyl ester). Yield: 85.0%. RXN SMILES: ClC(OC(C)C)=O.FC(F)(F)C(O)=O.FC1C(OC2N=CN=C3N(C4CCNCC4)N=CC=23)=C(C=CC=1F)C#N.[C:41]([O:45][C:46]([N:48]1[CH2:53][CH2:52][CH:51]([N:54]2[C:58]3=[N:59][CH:60]=[N:61][C:62]([O:63][C:64]4[C:69]([C:70]#[N:71])=[CH:68][CH:67]=[C:66]([F:72])[C:65]=4[F:73])=[C:57]3[CH:56]=[N:55]2)[CH2:50][CH2:49]1)=[O:47])(C)([CH3:43])[CH3:42].FC(F)(F)C(O)=O.C(OC1C=CC(OC2N=CN=C3N(C4CCNCC4)N=CC=23)=C(F)C=1)C.C(N(C(C)C)CC)(C)C>ClCCl.O>[CH:41]([O:45][C:46]([N:48]1[CH2:49][CH2:50][CH:51]([N:54]2[C:58]3=[N:59][CH:60]=[N:61][C:62]([O:63][C:64]4[C:69]([C:70]#[N:71])=[CH:68][CH:67]=[C:66]([F:72])[C:65]=4[F:73])=[C:57]3[CH:56]=[N:55]2)[CH2:52][CH2:53]1)=[O:47])([CH3:43])[CH3:42] |f:1.2,4.5|. Procedure details: Isopropyl chloroformate (Aldrich Chemical Company, Inc., Milwaukee, Wis., USA 1M in toluene; 0.35 mL, 0.35 mmol) was added to a mixture of 3,4-difluoro-2-(1-piperidin-4-yl-1H-pyrazolo[3,4-d]pyrimidine-4-yloxy)-benzonitrile trifluoroacetate salt (which was prepared from 4-[4-(6-cyano-2,3-difluoro-phenoxy)-pyrazolo[3,4-d]pyrimidin-1-yl]-piperidine-1-carboxylic acid tert-butyl ester [Example 49] following the procedure described for the preparation of Intermediate 29; 180 mg, 0.35 mmol), diisopropy... As a reaction SMILES: [CH2:13]([CH3:14])[O:15][P:16]([O:17][CH2:18][CH3:19])[O:20][CH2:21][CH3:22].[Cl:1][CH2:2][c:3]1[c:4]([CH3:12])[cH:5][c:6]([CH2:10][Cl:11])[c:7]([CH3:9])[cH:8]1>>[CH2:2]([c:3]1[c:4]([CH3:12])[cH:5][c:6]([CH2:10][Cl:11])[c:7]([CH3:9])[cH:8]1)[P:16]([O:15][CH2:13][CH3:14])([O:17][CH2:18][CH3:19])=[O:20]. Reactants: CCOP(OCC)OCC, Cc1cc(CCl)c(C)cc1CCl. The product is CCOP(=O)(Cc1cc(C)c(CCl)cc1C)OCC. Starting materials: Cl, [I-], [K+], O=N[O-], COc1ccc(Cc2cc(N)ccc2C)cc1, [Na+], O. Product: COc1ccc(Cc2cc(I)ccc2C)cc1. As a reaction SMILES: [ClH:25].[I-:23].[K+:22].[N:18]([O-:19])=[O:20].[NH2:1][c:2]1[cH:3][c:4]([CH2:9][c:10]2[cH:11][cH:12][c:13]([O:16][CH3:17])[cH:14][cH:15]2)[c:5]([CH3:8])[cH:6][cH:7]1.[Na+:21].[OH2:24]>>[c:2]1([I:23])[cH:3][c:4]([CH2:9][c:10]2[cH:11][cH:12][c:13]([O:16][CH3:17])[cH:14][cH:15]2)[c:5]([CH3:8])[cH:6][cH:7]1. Starting materials: NC(CC1=C(CCC2=NC(=NC=C2C(F)(F)F)NC2=CC=C(C=C2)C2CN(CCC2)C(=O)OC(C)(C)C)C=CC=C1)=O (tert-Butyl 3-(4-((4-(2-(2-amino-2-oxoethyl)phenethyl)-5-(trifluoromethyl)pyrimidin-2-yl)amino)phenyl)piperidine-1-carboxylate), FC(C(=O)O)(F)F (Trifluoroacetic acid). The solvent is C(Cl)Cl (DCM), C(Cl)Cl (DCM). Conditions: time 1 hour. The product is N1CC(CCC1)C1=CC=C(C=C1)NC1=NC=C(C(=N1)CCC1=C(C=CC=C1)CC(=O)N)C(F)(F)F (2-(2-(2-(2-((4-(Piperidin-3-yl)phenyl)amino)-5-(trifluoromethyl)pyrimidin-4-yl)ethyl)phenyl)acetamide). The yield is 72.2%. As a reaction SMILES: [NH2:1][C:2](=[O:42])[CH2:3][C:4]1[CH:41]=[CH:40][CH:39]=[CH:38][C:5]=1[CH2:6][CH2:7][C:8]1[C:13]([C:14]([F:17])([F:16])[F:15])=[CH:12][N:11]=[C:10]([NH:18][C:19]2[CH:24]=[CH:23][C:22]([CH:25]3[CH2:30][CH2:29][CH2:28][N:27](C(OC(C)(C)C)=O)[CH2:26]3)=[CH:21][CH:20]=2)[N:9]=1.FC(F)(F)C(O)=O>C(Cl)Cl>[NH:27]1[CH2:28][CH2:29][CH2:30][CH:25]([C:22]2[CH:23]=[CH:24][C:19]([NH:18][C:10]3[N:9]=[C:8]([CH2:7][CH2:6][C:5]4[CH:38]=[CH:39][CH:40]=[CH:41][C:4]=4[CH2:3][C:2]([NH2:1])=[O:42])[C:13]([C:14]([F:17])([F:15])[F:16])=[CH:12][N:11]=3)=[CH:20][CH:21]=2)[CH2:26]1. Procedure: tert-Butyl 3-(4-((4-(2-(2-amino-2-oxoethyl)phenethyl)-5-(trifluoromethyl)pyrimidin-2-yl)amino)phenyl)piperidine-1-carboxylate (I28) (0.184 g, 0.315 mmol) was dissolved in DCM (10 mL) under an atmosphere of nitrogen. Trifluoroacetic acid (1.21 mL, 15.8 mmol) was added to the solution and the reaction was stirred at room temperature for 1 hour. Volatiles were removed in vacuo, EtOAc (100 mL) and 2 M aq. NaOH (70 mL) were added to the residue and the layers were separated. The aqueous layer was ext... The reactants are C(C)(C)(C)OC(=O)[C@@H]1CCC(=N1)SC ((S)-2-methylsulfanyl-3,4-dihydro-5H-pyrrole-5-carboxylic acid t-butyl ester), [NH4+].[Cl-] (NH4Cl). The solvent is CO (MeOH). The product is C(C)(C)(C)OC(=O)[C@@H]1CCC(=N1)N ((S)-2-amino-3,4-dihydro-5H-pyrrole-5carboxylic acid t-butyl ester). As a reaction SMILES: [C:1]([O:5][C:6]([C@H:8]1[N:12]=[C:11](SC)[CH2:10][CH2:9]1)=[O:7])([CH3:4])([CH3:3])[CH3:2].[NH4+:15].[Cl-]>CO>[C:1]([O:5][C:6]([C@H:8]1[N:12]=[C:11]([NH2:15])[CH2:10][CH2:9]1)=[O:7])([CH3:4])([CH3:3])[CH3:2] |f:1.2|. Procedure: To a solution of (S)-2-methylsulfanyl-3,4-dihydro-5H-pyrrole-5-carboxylic acid t-butyl ester (0.42 g, 1.95 mmol) in 4.0 mL anhydrous MeOH was added anh NH4Cl (0.11 g, 2.05 mmol). The reaction mixture was heated to reflux for 2 h, concentrated in vacuo, and the residue was taken up in CH2C2. The white solids were filtered, and the filtrate was concentrated to provide (S)-2-amino-3,4-dihydro-5H-pyrrole-5carboxylic acid t-butyl ester.HCl (0.41 g, 94%) as a light yellow solid 1H NMR (CDCl3) δ 1.49 (...